This data is from the Open Reaction Database (ORD), a public repository of structured organic reaction records. The task is: describe an organic reaction: reactants, conditions, products, and yield Reaction SMILES: Br[C:2]1[C:6]2[CH:7]=[C:8]([O:11][CH3:12])[CH:9]=[CH:10][C:5]=2[O:4][C:3]=1[CH:13]([NH:20][C:21]1[CH:30]=[CH:29][C:24]([C:25]([O:27]C)=[O:26])=[CH:23][CH:22]=1)[CH:14]1[CH2:19][CH2:18][CH2:17][CH2:16][CH2:15]1.[CH3:31][N:32](C)C=O.[OH-].[Li+]>O1CCCC1.[C-]#N.[Zn+2].[C-]#N.C1C=CC([P]([Pd]([P](C2C=CC=CC=2)(C2C=CC=CC=2)C2C=CC=CC=2)([P](C2C=CC=CC=2)(C2C=CC=CC=2)C2C=CC=CC=2)[P](C2C=CC=CC=2)(C2C=CC=CC=2)C2C=CC=CC=2)(C2C=CC=CC=2)C2C=CC=CC=2)=CC=1.O.C(O)C>[C:31]([C:2]1[C:6]2[CH:7]=[C:8]([O:11][CH3:12])[CH:9]=[CH:10][C:5]=2[O:4][C:3]=1[CH:13]([NH:20][C:21]1[CH:30]=[CH:29][C:24]([C:25]([OH:27])=[O:26])=[CH:23][CH:22]=1)[CH:14]1[CH2:19][CH2:18][CH2:17][CH2:16][CH2:15]1)#[N:32] |f:2.3,5.6.7,^1:51,53,72,91|. Solvent: O (Water), O (water), C(C)O (Ethanol), O1CCCC1 (tetrahydrofuran). Starting materials: CN(C=O)C (N,N-dimethylformamide), [OH-].[Li+] (lithium hydroxide), BrC1=C(OC2=C1C=C(C=C2)OC)C(C2CCCCC2)NC2=CC=C(C(=O)OC)C=C2 (methyl 4-{[(3-bromo-5-methoxy-1-benzofuran-2-yl)(cyclohexyl)methyl]amino}benzoate), solution, [OH-].[Li+] (lithium hydroxide). Reagents/catalysts: [C-]#N.[Zn+2].[C-]#N (zinc cyanide), C=1C=CC(=CC1)[P](C=2C=CC=CC2)(C=3C=CC=CC3)[Pd]([P](C=4C=CC=CC4)(C=5C=CC=CC5)C=6C=CC=CC6)([P](C=7C=CC=CC7)(C=8C=CC=CC8)C=9C=CC=CC9)[P](C=1C=CC=CC1)(C=1C=CC=CC1)C=1C=CC=CC1 (tetrakis(triphenylphosphine)palladium). Yields the product C(#N)C1=C(OC2=C1C=C(C=C2)OC)C(C2CCCCC2)NC2=CC=C(C(=O)O)C=C2 (4-{[(3-cyano-5-methoxy-1-benzofuran-2-yl)(cyclohexyl)methyl]amino}benzoic acid). The yield is 94.0%. Reaction conditions: temperature 80 celsius, time 8 hour. Procedure details: To a mixture of methyl 4-{[(3-bromo-5-methoxy-1-benzofuran-2-yl)(cyclohexyl)methyl]amino}benzoate (1.46 g) synthesized above, zinc cyanide (362 mg) and N,N-dimethylformamide (30 mL) was added tetrakis(triphenylphosphine)palladium (0) (357 mg), and after deaeration, the mixture was stirred under argon atmosphere at 80° C. overnight. Water was added to the reaction mixture, and the mixture was extracted with ethyl acetate. The extract was washed with saturated brine, dried over magnesium sulfate, ... Starting materials: COc1ccc(C=CC(=O)O)c(OC)c1OC, [Cl-], ClCCl, COC(=O)c1ccc(C)c(N)c1, c1ccncc1. Product: COC(=O)c1ccc(C)c(NC(=O)C=Cc2ccc(OC)c(OC)c2OC)c1. As a reaction SMILES: [CH3:2][O:3][c:4]1[c:5]([CH:6]=[CH:7][C:8](=[O:9])[OH:10])[cH:11][cH:12][c:13]([O:17][CH3:18])[c:14]1[O:15][CH3:16].[Cl-:1].[Cl:31][CH2:32][Cl:33].[NH2:19][c:20]1[cH:21][c:22]([C:23](=[O:24])[O:25][CH3:26])[cH:27][cH:28][c:29]1[CH3:30].[cH:34]1[cH:35][cH:36][n:37][cH:38][cH:39]1>>[CH3:2][O:3][c:4]1[c:5]([CH:6]=[CH:7][C:8](=[O:10])[NH:19][c:20]2[cH:21][c:22]([C:23](=[O:24])[O:25][CH3:26])[cH:27][cH:28][c:29]2[CH3:30])[cH:11][cH:12][c:13]([O:17][CH3:18])[c:14]1[O:15][CH3:16]. Starting materials: Cl (hydrochloric acid), CC=1NC(=CC1C1=NC(=CC=C1)C1=CC=C(C=C1)C=O)C (2-(2,5-dimethylpyrrolyl)-6-(4-formylphenyl)-pyridine), O1CCN(CC1)C1CC=CCC1 (4-morpholino-1-cyclohexene), C12(C(=O)CC(CC1)C2(C)C)CS(=O)(=O)O (camphorsulfonic acid). Solvent: C(C)(=O)OCC (ethyl acetate), O (water), O (water), C1=CC=CC=C1 (benzene). Conditions: time 1 hour. Product: CC=1NC(=CC1C1=NC(=CC=C1)C1=CC=C(C=C2C(CCC2)=O)C=C1)C (2-(4-((2-(2,5-Dimethylpyrrolyl))-pyrid-6-yl)benzylidene)cyclopentanone). As a reaction SMILES: [CH3:1][C:2]1[NH:3][C:4]([CH3:21])=[CH:5][C:6]=1[C:7]1[CH:12]=[CH:11][CH:10]=[C:9]([C:13]2[CH:18]=[CH:17][C:16](C=O)=[CH:15][CH:14]=2)[N:8]=1.O1CCN(C2CCC=CC2)CC1.[C:34]12(CS(O)(=O)=O)[C:41](C)(C)[CH:38](C[CH2:40]1)[CH2:37][C:35]2=[O:36].Cl>C(OCC)(=O)C.O.C1C=CC=CC=1>[CH3:1][C:2]1[NH:3][C:4]([CH3:21])=[CH:5][C:6]=1[C:7]1[CH:12]=[CH:11][CH:10]=[C:9]([C:13]2[CH:14]=[CH:15][C:16]([CH:40]=[C:34]3[CH2:41][CH2:38][CH2:37][C:35]3=[O:36])=[CH:17][CH:18]=2)[N:8]=1. Procedure details: To a 100 mL round-bottomed flask equipped with Dean-Stark trap topped with a condenser and N2 inlet were added 552 mg (2.0 mmol) 2-(2,5-dimethylpyrrolyl)-6-(4-formylphenyl)-pyridine, 20 mL benzene, 0.384 mL (2.4 mmol) 4-morpholino-1-cyclohexene, and 10 mg camphorsulfonic acid. The solution was refluxed with removal of water for 13 hours cooled, and 25 mL 3N hydrochloric acid added. The mixture was stirred at room temperature for 1 hour then diluted with ethyl acetate and water. The organic layer... Reactants: O=C([O-])O, N=C(c1ccccc1)c1ccccc1, Cc1ccccc1, CC(C)(C)[O-], Clc1ccc2c(n1)c(-c1ccc3ccccc3c1)nn2C(c1ccccc1)(c1ccccc1)c1ccccc1, [Na+], [Na+], c1ccc(P(c2ccccc2)c2ccc3ccccc3c2-c2c(P(c3ccccc3)c3ccccc3)ccc3ccccc23)cc1. Yields the product Nc1ccc2c(n1)c(-c1ccc3ccccc3c1)nn2C(c1ccccc1)(c1ccccc1)c1ccccc1. As a reaction SMILES: [C:106](=[O:107])([O-:108])[OH:109].[C:46]([c:47]1[cH:48][cH:49][cH:50][cH:51][cH:52]1)([c:53]1[cH:54][cH:55][cH:56][cH:57][cH:58]1)=[NH:59].[CH3:111][c:112]1[cH:113][cH:114][cH:115][cH:116][cH:117]1.[CH3:40][C:41]([CH3:42])([O-:43])[CH3:44].[Cl:1][c:2]1[cH:3][cH:4][c:5]2[c:6]([n:7]1)[c:8](-[c:30]1[cH:31][c:32]3[cH:33][cH:34][cH:35][cH:36][c:37]3[cH:38][cH:39]1)[n:9][n:10]2[C:11]([c:12]1[cH:13][cH:14][cH:15][cH:16][cH:17]1)([c:18]1[cH:19][cH:20][cH:21][cH:22][cH:23]1)[c:24]1[cH:25][cH:26][cH:27][cH:28][cH:29]1.[Na+:110].[Na+:45].[c:60]1([P:61]([c:62]2[cH:63][cH:64][cH:65][cH:66][cH:67]2)[c:68]2[cH:69][cH:70][c:71]3[c:72]([cH:73][cH:74][cH:75][cH:76]3)[c:77]2-[c:78]2[c:79]3[c:80]([cH:81][cH:82][cH:83][cH:84]3)[cH:85][cH:86][c:87]2[P:88]([c:89]2[cH:90][cH:91][cH:92][cH:93][cH:94]2)[c:95]2[cH:96][cH:97][cH:98][cH:99][cH:100]2)[cH:101][cH:102][cH:103][cH:104][cH:105]1>>[c:2]1([NH2:59])[cH:3][cH:4][c:5]2[c:6]([n:7]1)[c:8](-[c:30]1[cH:31][c:32]3[cH:33][cH:34][cH:35][cH:36][c:37]3[cH:38][cH:39]1)[n:9][n:10]2[C:11]([c:12]1[cH:13][cH:14][cH:15][cH:16][cH:17]1)([c:18]1[cH:19][cH:20][cH:21][cH:22][cH:23]1)[c:24]1[cH:25][cH:26][cH:27][cH:28][cH:29]1. Reactants: Cc1cc(Br)ncc1Br, CCOC(=O)c1cc(C)c(CC(C)C)cn1. The product is CCOC(=O)c1cc(C)c(CC)cn1. RXN SMILES: [Br:17][c:18]1[cH:19][c:20]([CH3:21])[c:22]([Br:23])[cH:24][n:25]1.[CH2:1]([CH3:2])[O:3][C:4](=[O:5])[c:6]1[n:7][cH:8][c:9]([CH2:13][CH:14]([CH3:15])[CH3:16])[c:10]([CH3:12])[cH:11]1>>[CH2:1]([CH3:2])[O:3][C:4](=[O:5])[c:6]1[n:7][cH:8][c:9]([CH2:13][CH3:14])[c:10]([CH3:12])[cH:11]1. The reactants are C(#N)C1=C(N(C2=NC(=CC=C21)C)C2CCC1=CC=CC=C21)/C=C/C(=O)NC2CC(OCC2)(C)C ((E)-3-[3-cyano-1-(2,3-dihydro-1H-inden-1-yl)-6-methyl-1H-pyrrolo[2,3-b]pyridin-2-yl]-N-(2,2-dimethyltetrahydro-2H-pyran-4-yl)-2-propenamide), (E)-3-[3-cyano-1-(2,3-dihydro-iH-inden-1-yl)-6-methyl-1H-pyrrolo[2,3-b]pyridin-2-yl]-N-methyl-N-tetrahydro-2H-pyran-4-yl-2-propenamide, C(#N)C1=C(N(C2=NC(=CC=C21)C)C2CCC1=CC=CC=C21)/C=C/C(=O)O ((E)-3-[3-cyano-1-(2,3-dihydro-1H-inden-1-yl)-6-methyl-1H-pyrrolo[2,3-b]pyridin-2-yl]-2-propenoic acid), CNC1CCOCC1 (N-methyltetrahydro-2H-pyran-4-ylamine). The product is C(#N)C1=C(N(C2=NC(=CC=C21)C)C2CCC1=CC=CC=C21)/C=C/C(=O)N(C2CCOCC2)C ((E)-3-[3-cyano-1-(2,3-dihydro-1H-inden-1-yl)-6-methyl-1H-pyrrolo[2,3-b]pyridin-2-yl]-N-methyl-N-tetrahydro-2H-pyran-4-yl-2-propenamide). Reaction SMILES: [C:1]([C:3]1[C:11]2[C:6](=[N:7][C:8]([CH3:12])=[CH:9][CH:10]=2)[N:5]([CH:13]2[C:21]3[C:16](=[CH:17][CH:18]=[CH:19][CH:20]=3)[CH2:15][CH2:14]2)[C:4]=1/[CH:22]=[CH:23]/[C:24]([NH:26][CH:27]1[CH2:32][CH2:31][O:30][C:29](C)(C)[CH2:28]1)=[O:25])#[N:2].[C:35](C1C2C(=NC(C)=CC=2)N(C2C3C(=CC=CC=3)CC2)C=1/C=C/C(O)=O)#N.CNC1CCOCC1>>[C:1]([C:3]1[C:11]2[C:6](=[N:7][C:8]([CH3:12])=[CH:9][CH:10]=2)[N:5]([CH:13]2[C:21]3[C:16](=[CH:17][CH:18]=[CH:19][CH:20]=3)[CH2:15][CH2:14]2)[C:4]=1/[CH:22]=[CH:23]/[C:24]([N:26]([CH3:35])[CH:27]1[CH2:28][CH2:29][O:30][CH2:31][CH2:32]1)=[O:25])#[N:2]. Procedure: In the same manner described in (4) of Example 2, (E)-3-[3-cyano-1-(2,3-dihydro-iH-inden-1-yl)-6-methyl-1H-pyrrolo[2,3-b]pyridin-2-yl]-N-methyl-N-tetrahydro-2H-pyran-4-yl-2-propenamide was synthesized from (E)-3-[3-cyano-1-(2,3-dihydro-1H-inden-1-yl)-6-methyl-1H-pyrrolo[2,3-b]pyridin-2-yl]-2-propenoic acid and N-methyltetrahydro-2H-pyran-4-ylamine. Reactants: ClC(=O)C1=CC2=C(C(C3=C(C=C2)C(=CC=C3)Cl)=O)C=C1 (2-chlorocarbonyl-9-chloro-5-oxo-5H-dibenzo[a,d]cycloheptene), CN(CCO)C (dimethylethanolamine). Run in O1CCCC1 (tetrahydrofuran). Run at time 16 hour. Product: β-N,N-dimethylaminoethyl ester, C(=O)(O)C1=CC2=C(C(C3=C(C=C2)C(=CC=C3)Cl)=O)C=C1 (2-carboxy-9-chloro-5-oxo-5H-dibenzo[a,d]cycloheptene). RXN SMILES: Cl[C:2]([C:4]1[CH:20]=[CH:19][C:7]2[C:8](=[O:18])[C:9]3[CH:16]=[CH:15][CH:14]=[C:13]([Cl:17])[C:10]=3[CH:11]=[CH:12][C:6]=2[CH:5]=1)=[O:3].CN(C)CC[OH:25]>O1CCCC1>[C:2]([C:4]1[CH:20]=[CH:19][C:7]2[C:8](=[O:18])[C:9]3[CH:16]=[CH:15][CH:14]=[C:13]([Cl:17])[C:10]=3[CH:11]=[CH:12][C:6]=2[CH:5]=1)([OH:25])=[O:3]. Procedure: 1.0 G. of 2-chlorocarbonyl-9-chloro-5-oxo-5H-dibenzo[a,d]cycloheptene, as prepared in Example VIII, is dissolved in 10 ml. of anhydrous tetrahydrofuran with stirring, and treated with 2 ml. of dimethylethanolamine. After the solution is stirred for 16 hours, it is evaporated. The residue is partitioned between ether and dilute hydrochloric acid. The aqueous layer is basified with aqueous ammonia and extracted with ethyl acetate. This solution is evaporated and the residue chromatographed on sili... The reactants are BrC=1C=C2C(=CN(C(C2=CC1)=O)CC(CO[Si](C)(C)C(C)(C)C)(C)C)SC1CCN(CC1)C(=O)OC(C)(C)C (tert-butyl 4-{[6-bromo-2-(3-{[tert-butyl(dimethyl)silyl]oxy}-2,2-dimethylpropyl)-1-oxo-1,2-dihydroisoquinolin-4-yl]sulfanyl}piperidine-1-carboxylate), C1(CC1)NC(C1=CC(=C(C(=C1)B1OC(C(O1)(C)C)(C)C)C)F)=O (N-cyclopropyl-3-fluoro-4-methyl-5-(4,4,5,5-tetramethyl-1,3,2-dioxaborolan-2-yl)benzamide), Pd-118, C([O-])([O-])=O.[K+].[K+] (potassium carbonate). Run in CN(C)C=O (DMF). Run at temperature 80 celsius, time 6 hour. The product is [Si](C)(C)(C(C)(C)C)OCC(CN1C(C2=CC=C(C=C2C(=C1)SC1CCN(CC1)C(=O)OC(C)(C)C)C1=C(C(=CC(=C1)C(NC1CC1)=O)F)C)=O)(C)C (tert-Butyl 4-({2-(3-{[tert-butyl(dimethyl)silyl]oxy}-2,2-dimethylpropyl)-6-[5-(cyclopropylcarbamoyl)-3-fluoro-2-methylphenyl]-1-oxo-1,2-dihydroisoquinolin-4-yl}sulfanyl)piperidine-1-carboxylate). Yield: 42.2%. Reaction SMILES: Br[C:2]1[CH:3]=[C:4]2[C:9](=[CH:10][CH:11]=1)[C:8](=[O:12])[N:7]([CH2:13][C:14]([CH3:25])([CH3:24])[CH2:15][O:16][Si:17]([C:20]([CH3:23])([CH3:22])[CH3:21])([CH3:19])[CH3:18])[CH:6]=[C:5]2[S:26][CH:27]1[CH2:32][CH2:31][N:30]([C:33]([O:35][C:36]([CH3:39])([CH3:38])[CH3:37])=[O:34])[CH2:29][CH2:28]1.[CH:40]1([NH:43][C:44](=[O:62])[C:45]2[CH:50]=[C:49](B3OC(C)(C)C(C)(C)O3)[C:48]([CH3:60])=[C:47]([F:61])[CH:46]=2)[CH2:42][CH2:41]1.C(=O)([O-])[O-].[K+].[K+]>CN(C=O)C>[Si:17]([O:16][CH2:15][C:14]([CH3:25])([CH3:24])[CH2:13][N:7]1[CH:6]=[C:5]([S:26][CH:27]2[CH2:32][CH2:31][N:30]([C:33]([O:35][C:36]([CH3:38])([CH3:37])[CH3:39])=[O:34])[CH2:29][CH2:28]2)[C:4]2[C:9](=[CH:10][CH:11]=[C:2]([C:49]3[CH:50]=[C:45]([C:44](=[O:62])[NH:43][CH:40]4[CH2:41][CH2:42]4)[CH:46]=[C:47]([F:61])[C:48]=3[CH3:60])[CH:3]=2)[C:8]1=[O:12])([C:20]([CH3:23])([CH3:22])[CH3:21])([CH3:18])[CH3:19] |f:2.3.4|. Procedure: A solution of tert-butyl 4-{[6-bromo-2-(3-{[tert-butyl(dimethyl)silyl]oxy}-2,2-dimethylpropyl)-1-oxo-1,2-dihydroisoquinolin-4-yl]sulfanyl}piperidine-1-carboxylate (Example 58c, 0.248 g) in DMF (4 mL) was treated with N-cyclopropyl-3-fluoro-4-methyl-5-(4,4,5,5-tetramethyl-1,3,2-dioxaborolan-2-yl)benzamide (0.124 g), Pd-118 (0.007 g) and potassium carbonate (0.107 g). The reaction was stirred at 80° C. for 6 h. The reaction mixture was partitioned between ethyl acetate and water. The aqueous was e...